This data is from the Open Reaction Database (ORD), a public repository of structured organic reaction records. The task is: describe an organic reaction: reactants, conditions, products, and yield The reactants are CC(C)O, CCOC(=O)CCc1cn(C)c2c(-c3noc(-c4cnc(OC(C)C)c(Cl)c4)n3)c(F)ccc12, [Na+], [OH-], O. The product is CC(C)Oc1ncc(-c2nc(-c3c(F)ccc4c(CCC(=O)O)cn(C)c34)no2)cc1Cl. RXN SMILES: [CH:37]([OH:38])([CH3:39])[CH3:40].[Cl:1][c:2]1[cH:3][c:4](-[c:12]2[n:13][c:14](-[c:17]3[c:18]([F:34])[cH:19][cH:20][c:21]4[c:22]([CH2:27][CH2:28][C:29](=[O:30])[O:31][CH2:32][CH3:33])[cH:23][n:24]([CH3:26])[c:25]34)[n:15][o:16]2)[cH:5][n:6][c:7]1[O:8][CH:9]([CH3:10])[CH3:11].[Na+:36].[OH-:35].[OH2:41]>>[Cl:1][c:2]1[cH:3][c:4](-[c:12]2[n:13][c:14](-[c:17]3[c:18]([F:34])[cH:19][cH:20][c:21]4[c:22]([CH2:27][CH2:28][C:29](=[O:30])[OH:31])[cH:23][n:24]([CH3:26])[c:25]34)[n:15][o:16]2)[cH:5][n:6][c:7]1[O:8][CH:9]([CH3:10])[CH3:11]. Yields the product C(=O)(O)C(CC1=CC=C(C=C1)C1=CC=CC=2N1C=NC2)=C (5-[p-(2-carboxyprop-2-enyl)phenyl]imidazo[1,5-a]pyridine). Solvent: O (water). Run at time 18 hour. The reactants are C(=O)(OC)C(CC1=CC=C(C=C1)C1=CC=CC=2N1C=NC2)=C (5-[p-(2-carbomethoxyprop-2-enyl)phenyl]imidazo[1,5-a]pyridine), mixture, C[O-].[Na+] (sodium methoxide), CO (methanol). RXN SMILES: [C:1]([C:5](=[CH2:22])[CH2:6][C:7]1[CH:12]=[CH:11][C:10]([C:13]2[N:18]3[CH:19]=[N:20][CH:21]=[C:17]3[CH:16]=[CH:15][CH:14]=2)=[CH:9][CH:8]=1)([O:3]C)=[O:2].C[O-].[Na+].CO>O>[C:1]([C:5](=[CH2:22])[CH2:6][C:7]1[CH:12]=[CH:11][C:10]([C:13]2[N:18]3[CH:19]=[N:20][CH:21]=[C:17]3[CH:16]=[CH:15][CH:14]=2)=[CH:9][CH:8]=1)([OH:3])=[O:2] |f:1.2|. Reported procedure: A solution of 20 mg of 5-[p-(2-carbomethoxyprop-2-enyl)phenyl]imidazo[1,5-a]pyridine and 20 mg of sodium methoxide in 2 ml. of methanol is stirred under nitrogen for 1 hour at 25°. To the reaction mixture 2 ml. of water is added, and the homogenous solution is stirred at room temperature for 18 hours. The solvent is evaporated and the residue is redissolved in 5 ml of water and washed with 3 ml of ether. Acidification to pH=5, extraction with 10 ml of methylene chloride, drying over magnesium su...